describe an organic reaction: reactants, conditions, products, and yield From a dataset of the Open Reaction Database (ORD), a public repository of structured organic reaction records. Starting materials: COC1=CC=C2C(=CNC2=C1)C(=O)O (6-methoxy-indole-3-carboxylic acid), N(=C=O)C1=CN(C2=CC=CC=C12)C(=O)N (3-isocyanato-indole-1-carboxylic acid amide). The product is N(=C=O)C1=CN(C2=CC(=CC=C12)OC)C(=O)N (3-Isocyanato-6-methoxy-indole-1-carboxylic acid amide). As a reaction SMILES: [CH3:1][O:2]C1C=C2C(C(C(O)=O)=CN2)=CC=1.[N:15]([C:18]1[C:26]2[C:21](=[CH:22][CH:23]=[CH:24][CH:25]=2)[N:20]([C:27]([NH2:29])=[O:28])[CH:19]=1)=[C:16]=[O:17]>>[N:15]([C:18]1[C:26]2[C:21](=[CH:22][C:23]([O:2][CH3:1])=[CH:24][CH:25]=2)[N:20]([C:27]([NH2:29])=[O:28])[CH:19]=1)=[C:16]=[O:17]. Procedure details: was prepared from 6-methoxy-indole-3-carboxylic acid using the protocol described for the preparation of 3-isocyanato-indole-1-carboxylic acid amide scheme A1. Starting materials: C1CCOC1, CC(=O)Cl, CCN(C(C)C)C(C)C, Nc1ccc2c(c1)COC2=C1C(=O)Nc2ccc(Cl)cc21. Yields the product CC(=O)Nc1ccc2c(c1)COC2=C1C(=O)Nc2ccc(Cl)cc21. RXN SMILES: [CH2:35]1[O:36][CH2:37][CH2:38][CH2:39]1.[CH3:31][C:32]([Cl:33])=[O:34].[CH:22]([N:23]([CH2:24][CH3:25])[CH:26]([CH3:27])[CH3:28])([CH3:29])[CH3:30].[NH2:1][c:2]1[cH:3][c:4]2[c:8]([cH:9][cH:10]1)[C:7](=[C:11]1[C:12](=[O:21])[NH:13][c:14]3[cH:15][cH:16][c:17]([Cl:20])[cH:18][c:19]31)[O:6][CH2:5]2>>[NH:1]([c:2]1[cH:3][c:4]2[c:8]([cH:9][cH:10]1)[C:7](=[C:11]1[C:12](=[O:21])[NH:13][c:14]3[cH:15][cH:16][c:17]([Cl:20])[cH:18][c:19]31)[O:6][CH2:5]2)[C:32]([CH3:31])=[O:34]. The reactants are CN(C)c1cccc(Oc2ccc([N+](=O)[O-])c(N(C)C(=O)OC(C)(C)C)c2)c1, CO. Yields the product CN(C)c1cccc(Oc2ccc(N)c(N(C)C(=O)OC(C)(C)C)c2)c1. RXN SMILES: [CH3:1][N:2]([c:3]1[cH:4][c:5]([O:6][c:7]2[cH:8][cH:9][c:10]([N+:22]([O-:23])=[O:24])[c:11]([N:13]([C:14]([O:15][C:16]([CH3:17])([CH3:18])[CH3:19])=[O:20])[CH3:21])[cH:12]2)[cH:25][cH:26][cH:27]1)[CH3:28].[CH3:29][OH:30]>>[CH3:1][N:2]([c:3]1[cH:4][c:5]([O:6][c:7]2[cH:8][cH:9][c:10]([NH2:22])[c:11]([N:13]([C:14]([O:15][C:16]([CH3:17])([CH3:18])[CH3:19])=[O:20])[CH3:21])[cH:12]2)[cH:25][cH:26][cH:27]1)[CH3:28]. The reactants are BrC=1SC(=CN1)Br (2,5-dibromothiazole), brine ice water, [N+](#[C-])CC(=O)OC (Methyl isocyanoacetate), [H-].[Na+] (sodium hydride). Solvent: O1CCCC1 (tetrahydrofuran), [Cl-].[Na+].O (brine), CN(C=O)C (N,N-dimethylformamide). Run at time 2 hour. Yields the product BrC1=CN2C(S1)=C(N=C2)C(=O)OC (methyl 2-bromoimidazo[5,1-b]thiazole-7-carboxylate). Yield: 85.0%. RXN SMILES: [N+:1]([CH2:3][C:4]([O:6][CH3:7])=[O:5])#[C-:2].[H-].[Na+].Br[C:11]1[S:12][C:13]([Br:16])=[CH:14][N:15]=1>CN(C)C=O.O1CCCC1.[Cl-].[Na+].O>[Br:16][C:13]1[S:12][C:11]2=[C:3]([C:4]([O:6][CH3:7])=[O:5])[N:1]=[CH:2][N:15]2[CH:14]=1 |f:1.2,6.7.8|. Procedure details: Methyl isocyanoacetate (0.63 ml, 6.9 mmol) was gradually added dropwise to a suspension of sodium hydride (60% in mineral oil, 346 mg, 8.6 mmol) in N,N-dimethylformamide (5 ml) in an argon atmosphere under ice cooling, and the mixture was stirred at the same temperature for 2 hr. This solution was added dropwise to a solution of 2,5-dibromothiazole (1.0 g, 4.1 mmol) in tetrahydrofuran (10 ml) cooled to −20° C. (brine/ice water) through a cannula over a period of 15 min, and, while allowing the t...